This data is from the Open Reaction Database (ORD), a public repository of structured organic reaction records. The task is: describe an organic reaction: reactants, conditions, products, and yield Starting materials: CNN=CC(C)=O (2-Oxopropanal methylhydrazone), CC=1C=C(C=CC1C)C(C=O)=O ((3,4-dimethylphenyl)(oxo)acetaldehyde), crude product, C(Cl)(Cl)Cl.CCCCCC (CHCl3 n-hexane). The solvent is C(C)(=O)O (acetic acid). Reaction conditions: temperature 100 celsius, time 5 hour. Product: CC=1C=C(C=CC1C)C1=C(C(=NN1C)C(C)=O)O (1-[5-(3,4-dimethylphenyl)-1-methyl-4-hydroxy-1H-pyrazol-3-yl]ethanone). Isolated yield 12.8%. Reaction SMILES: [CH3:1][NH:2][N:3]=[CH:4][C:5](=[O:7])[CH3:6].[CH3:8][C:9]1[CH:10]=[C:11]([C:16](=O)[CH:17]=[O:18])[CH:12]=[CH:13][C:14]=1[CH3:15].C(Cl)(Cl)Cl.CCCCCC>C(O)(=O)C>[CH3:8][C:9]1[CH:10]=[C:11]([C:16]2[N:2]([CH3:1])[N:3]=[C:4]([C:5](=[O:7])[CH3:6])[C:17]=2[OH:18])[CH:12]=[CH:13][C:14]=1[CH3:15] |f:2.3|. Procedure details: 2-Oxopropanal methylhydrazone (8.18 mmol, 819 mg) synthesized in Reference Synthetic Example 1 and (3,4-dimethylphenyl)(oxo)acetaldehyde (7.57 mmol, 1.227 g) synthesized in Reference Synthetic Example 5 were dissolved in acetic acid (30 mL) and stirred at 100° C. for about 5 hours. Then, the solvent was evaporated, and the residue was dried by means of a vacuum pump and subjected to silica gel column chromatography (n-hexane/AcOEt=2/1, and 4/1) to give the crude product. The crude product was st... Reactants: CCc1ccc(N2Cc3cnc(Cl)nc3N(C(C)CO[Si](C)(C)C(C)(C)C)C2=O)cc1, CC(C)O, ClCCl, Nc1ccc(F)cc1. Yields the product CCc1ccc(N2Cc3cnc(Nc4ccc(F)cc4)nc3N(C(C)CO[Si](C)(C)C(C)(C)C)C2=O)cc1. Reaction SMILES: [C:1]([CH3:2])([CH3:3])([CH3:4])[Si:5]([O:6][CH2:7][CH:8]([CH3:9])[N:10]1[C:11](=[O:29])[N:12]([c:21]2[cH:22][cH:23][c:24]([CH2:27][CH3:28])[cH:25][cH:26]2)[CH2:13][c:14]2[c:15]1[n:16][c:17]([Cl:20])[n:18][cH:19]2)([CH3:30])[CH3:31].[CH3:40][CH:41]([OH:42])[CH3:43].[Cl:44][CH2:45][Cl:46].[NH2:32][c:33]1[cH:34][cH:35][c:36]([F:37])[cH:38][cH:39]1>>[C:1]([CH3:2])([CH3:3])([CH3:4])[Si:5]([O:6][CH2:7][CH:8]([CH3:9])[N:10]1[C:11](=[O:29])[N:12]([c:21]2[cH:22][cH:23][c:24]([CH2:27][CH3:28])[cH:25][cH:26]2)[CH2:13][c:14]2[c:15]1[n:16][c:17]([NH:32][c:33]1[cH:34][cH:35][c:36]([F:37])[cH:38][cH:39]1)[n:18][cH:19]2)([CH3:30])[CH3:31].